From a dataset of the Open Reaction Database (ORD), a public repository of structured organic reaction records. describe an organic reaction: reactants, conditions, products, and yield As a reaction SMILES: [CH3:1][O:2][CH2:3][CH:4]([O:5][c:6]1[cH:7][c:8]([C:9](=[O:10])[OH:11])[cH:12][c:13]([O:15][c:16]2[cH:17][c:18]([F:22])[cH:19][cH:20][cH:21]2)[cH:14]1)[CH3:23].[F:24][c:25]1[cH:26][c:27]([B:28]([OH:29])[OH:30])[cH:31][cH:32][cH:33]1.[NH2:34][c:35]1[s:36][cH:37][c:38]([CH2:40][C:41](=[O:42])[O:43][CH2:44][CH3:45])[n:39]1>>[CH3:1][O:2][CH2:3][CH:4]([O:5][c:6]1[cH:7][c:8]([C:9](=[O:11])[NH:34][c:35]2[s:36][cH:37][c:38]([CH2:40][C:41](=[O:42])[O:43][CH2:44][CH3:45])[n:39]2)[cH:12][c:13]([O:15][c:16]2[cH:17][c:18]([F:22])[cH:19][cH:20][cH:21]2)[cH:14]1)[CH3:23]. The reactants are COCC(C)Oc1cc(Oc2cccc(F)c2)cc(C(=O)O)c1, OB(O)c1cccc(F)c1, CCOC(=O)Cc1csc(N)n1. The product is CCOC(=O)Cc1csc(NC(=O)c2cc(Oc3cccc(F)c3)cc(OC(C)COC)c2)n1. Yields the product CC(O)c1ccc(OC(F)(F)F)cc1. Starting materials: [Al+3], C1CCOC1, CC(=O)c1ccc(OC(F)(F)F)cc1, [H-], [H-], [H-], [H-], [Li+], O. RXN SMILES: [Al+3:16].[CH2:22]1[O:23][CH2:24][CH2:25][CH2:26]1.[F:1][C:2]([O:3][c:4]1[cH:5][cH:6][c:7]([C:10]([CH3:11])=[O:12])[cH:8][cH:9]1)([F:13])[F:14].[H-:15].[H-:18].[H-:19].[H-:20].[Li+:17].[OH2:21]>>[F:1][C:2]([O:3][c:4]1[cH:5][cH:6][c:7]([CH:10]([CH3:11])[OH:12])[cH:8][cH:9]1)([F:13])[F:14]. Starting materials: S(O)(O)(=O)=O (Sulfuric acid), O=C1NC2=CC=C(C=C2C1)C(=O)O (2-oxoindoline-5-carboxylic acid), CCN(C(C)C)C(C)C (iPr2NEt), C=1C=CC2=C(C1)N=NN2O (HOBt), Cl.NCC(=O)C1=CC=CC=C1 (2-amino-1-phenylethanone hydrochloride). The solvent is CN(C)C=O (DMF), CCOC(=O)C (EtOAc), O (H2O). Reaction conditions: time 2 hour. The product is C1(=CC=CC=C1)C1=CN=C(O1)C=1C=C2CC(NC2=CC1)=O (5-(5-phenyloxazol-2-yl)indolin-2-one). Isolated yield 13.4%. As a reaction SMILES: [O:1]=[C:2]1[CH2:10][C:9]2[C:4](=[CH:5][CH:6]=[C:7]([C:11]([OH:13])=O)[CH:8]=2)[NH:3]1.CCN(C(C)C)C(C)C.C1C=CC2N(O)N=NC=2C=1.Cl.[NH2:34][CH2:35][C:36]([C:38]1[CH:43]=[CH:42][CH:41]=[CH:40][CH:39]=1)=O.S(=O)(=O)(O)O>CN(C=O)C.CCOC(C)=O.O>[C:38]1([C:36]2[O:13][C:11]([C:7]3[CH:8]=[C:9]4[C:4](=[CH:5][CH:6]=3)[NH:3][C:2](=[O:1])[CH2:10]4)=[N:34][CH:35]=2)[CH:43]=[CH:42][CH:41]=[CH:40][CH:39]=1 |f:3.4|. Procedure: To a solution of 2-oxoindoline-5-carboxylic acid (1.3 g, 7.3 mmol) in DMF (50 ml) was added iPr2NEt (3.8 ml, 22 mmol), HOBt (1.2 g, 8.8 mmol), WSCI (1.7 g, 8.8 mmol) and 2-amino-1-phenylethanone hydrochloride (1.3 g, 7.3 mmol). The reaction mixture was stirred for 2 h at room temperature. The mixture was poured into H2O and EtOAc. The resulting precipitate was removed by filtration, and the filtrate was separated. The organic layer was washed with sat. NaHCO3 solution, sat. NH4Cl solution and br... Reactants: CC(O)Cn1ncc2ccc(OCc3ccccc3)cc21, CCOC(C)OC1COc2ccc3cnn(CC(C)N=[N+]=[N-])c3c2C1. Yields the product CC(Cn1ncc2ccc3c(c21)CC(O)CO3)N=[N+]=[N-]. RXN SMILES: [CH2:26]([O:27][c:28]1[cH:29][c:30]2[c:31]([cH:32][n:33][n:34]2[CH2:35][CH:36]([OH:37])[CH3:38])[cH:39][cH:40]1)[c:41]1[cH:42][cH:43][cH:44][cH:45][cH:46]1.[N:1](=[N+:2]=[N-:3])[CH:4]([CH2:5][n:6]1[n:7][cH:8][c:9]2[cH:10][cH:11][c:12]3[c:13]([c:14]12)[CH2:15][CH:16]([O:19][CH:20]([O:21][CH2:22][CH3:23])[CH3:24])[CH2:17][O:18]3)[CH3:25]>>[N:1](=[N+:2]=[N-:3])[CH:4]([CH2:5][n:6]1[n:7][cH:8][c:9]2[cH:10][cH:11][c:12]3[c:13]([c:14]12)[CH2:15][CH:16]([OH:19])[CH2:17][O:18]3)[CH3:25]. Procedure details: DIPEA (0.629 mL, 4.41 mmol) was dissolved in THF (20 mL) and cooled to about −78° C. n-Butylithium (1.77 mL, 4.41 mmol) was then added, and the reaction mixture was warmed to about 0° C. for 10 minutes, then re-cooled to about −78° C. Then, 1-(tert-butyldimethylsilyl)pyrrolidin-2-one (0.800 g, 4.01 mmol) was added, and the reaction mixture was warmed to 23° C. and stirred for 1 hour. The reaction was then re -chilled to −78° C., and 2-chloro-N-(3-chloro-1-(pyridin-3-yl)-1H-pyrazol-4-yl)-N-ethyla... Solvent: C1CCOC1 (THF). The yield is 44.8%. Reaction conditions: time 30 minute. Product: ClC1=NN(C=C1N(C(CC1C(NCC1)=O)=O)CC)C=1C=NC=CC1 (N-[3-chloro-1-(3-pyridyl)pyrazol-4-yl]-N-ethyl-2-(2-oxopyrrolidin-3-yl)acetamide). RXN SMILES: [Si]([N:8]1[CH2:12][CH2:11][CH:10]([CH2:13][C:14]([N:16]([C:19]2[C:20]([Cl:30])=[N:21][N:22]([C:24]3[CH:25]=[N:26][CH:27]=[CH:28][CH:29]=3)[CH:23]=2)[CH2:17][CH3:18])=[O:15])[C:9]1=[O:31])(C(C)(C)C)(C)C.[F-].C([N+](CCCC)(CCCC)CCCC)CCC>C1COCC1>[Cl:30][C:20]1[C:19]([N:16]([CH2:17][CH3:18])[C:14](=[O:15])[CH2:13][CH:10]2[CH2:11][CH2:12][NH:8][C:9]2=[O:31])=[CH:23][N:22]([C:24]2[CH:25]=[N:26][CH:27]=[CH:28][CH:29]=2)[N:21]=1 |f:1.2|. Reactants: [Si](C)(C)(C(C)(C)C)N1C(C(CC1)CC(=O)N(CC)C=1C(=NN(C1)C=1C=NC=CC1)Cl)=O (2-(1-(tert-Butyldimethylsilyl)-2-oxopyrrolidin-3-yl)-N-(3-chloro-1-(pyridin-3-yl)-1H-pyrazol-4-yl)-N-ethylacetamide), [F-].C(CCC)[N+](CCCC)(CCCC)CCCC (tetrabutylammonium fluoride). Reactants: Cc1ccc(Cc2cnc(N[N+](=O)[O-])[nH]c2=O)cn1, N=C(N)Nc1nc(CSCCN)cs1, c1ccncc1. Product: Cc1ccc(Cc2cnc(NCCSCc3csc(NC(=N)N)n3)[nH]c2=O)cn1. As a reaction SMILES: [N+:1]([O-:2])(=[O:3])[NH:4][c:5]1[n:6][cH:7][c:8]([CH2:12][c:13]2[cH:14][n:15][c:16]([CH3:19])[cH:17][cH:18]2)[c:9](=[O:11])[nH:10]1.[NH:20]([C:21](=[NH:22])[NH2:23])[c:24]1[s:25][cH:26][c:27]([CH2:29][S:30][CH2:31][CH2:32][NH2:33])[n:28]1.[cH:34]1[cH:35][cH:36][n:37][cH:38][cH:39]1>>[NH:4]([c:5]1[n:6][cH:7][c:8]([CH2:12][c:13]2[cH:14][n:15][c:16]([CH3:19])[cH:17][cH:18]2)[c:9](=[O:11])[nH:10]1)[CH2:32][CH2:31][S:30][CH2:29][c:27]1[cH:26][s:25][c:24]([NH:20][C:21](=[NH:22])[NH2:23])[n:28]1. The reactants are 17β-Nitro-21-nor-23-oxo-17α-cholan-3α-ol, 3α-Hydroxy-5α-androstan 17β-methylsulfoxide, O[C@H]1C[C@@H]2CC[C@H]3[C@@H]4CC[C@@H]([C@@]4(C)CC[C@@H]3[C@]2(CC1)C)C=1OC=CC1 (3α-Hydroxy-17β-(2-furanyl)-5 αandrostane), C(C)(=O)N[C@@H]1[C@]2(C)[C@@H](CC1)[C@@H]1CC[C@H]3C[C@@H](CC[C@]3(C)[C@H]1CC2)O (17β-(Acetylamino)-5α-androstan-3α-ol), N[C@H]1C[C@@H]2CC[C@H]3[C@@H]4CCC([C@@]4(C)CC[C@@H]3[C@]2(CC1)C)=O (3α-Amino-5α-androstan-17-one), Cl.C(CCCCC)N[C@H]1C[C@@H]2CC[C@H]3[C@@H]4CC[C@@H]([C@@]4(C)CC[C@@H]3[C@]2(CC1)C)[N+](=O)[O-] (3α-N-Hexylamino-17β-nitro-5 αandrostane hydrochloride), 1′-Formyl-5′-methylspiro-[androstan-17β, 2′-pyrrolidine]-3α, O[C@H]1C[C@@H]2CC[C@H]3[C@@H]4CCC([C@@]4(C)CC[C@@H]3[C@]2(CC1)C)=S (3α-Hydroxy-5α-androstan-17-thione), 11β-[4-(N,N-Dimethyl-N-(oxy)amino)phenyl]-3α-hydroxy-3β-methyl-5α-estrane-17-oxime, 3α-N-(3-Phenylpropyl)-17β-nitro-5α-androstane hydrochloride, 3β-Hydroxy-5α-androstan-17-oxime, 17β-(Acetylamino)-5α-androstan-3α-ol benzoyl ester, 17β-Amino-5α-androstan-3α-ol benzoyl ester, 17β-(N-Oxido-2-propaneimine) 5α-androstan-3α-ol, CN(C)C1=CC=C(C=C1)[C@@H]1[C@@H]2[C@H]3CC[C@@](C[C@@H]3CC[C@H]2[C@@H]2CC[C@@H]([C@@]2(C)C1)[N+](=O)[O-])(C)O (11β-[4-(N,N-Dimethylamino)phenyl]-3α-hydroxy-3β-methyl-17β-nitro-5 αestrane), O[C@]1(C[C@@H]2CC[C@H]3[C@@H]4CC[C@@H]([C@@]4(C)CC[C@@H]3[C@]2(CC1)C)[N+](=O)[O-])C (3α-Hydroxy-3β-methyl-17β-nitro-5α-androstane), 17β-Nitro-5α-androstan-3α-ol benzoyl ester, [N+](=O)([O-])[C@@H]1[C@]2(C)[C@@H](CC1)[C@@H]1CC[C@H]3C[C@H](CC[C@]3(C)[C@H]1CC2)O (17β-Nitro-5α-androstan-3β-ol), O=C(CC)N[C@@H]1[C@]2(C)[C@@H](CC1)[C@@H]1CC[C@H]3C[C@@H](CC[C@]3(C)[C@H]1CC2)O (17β-[(1-Oxopropyl)-amino]-5α-androstan-3α-ol), 11β-[4-(N,N-Dimethylamino)phenyl]-3α-hydroxy-3β-methyl-5α-17β-hydroxy-estrane hydrochloride, 17β-[(1-Oxopropyl)-amino]-5α-androstan-3α-ol benzoyl ester, androstan 17β, 2′-pyrrolidine, 11β-[4-(N,N-Dimethylamino)phenyl]-3α-hydroxy-3β-methyl-5α-estra-17, androstan 17β, N-oxido-2′-pyrrolidine, 3α-Hydroxy-17β-thiomethyl-5α-androstane, 11β-[4-(N,N-Dimethylamino)phenyl]-3α-hydroxy-3β-methyl-5α-estrane-17-oxime, Cl.CN([C@H]1C[C@@H]2CC[C@H]3[C@@H]4CC[C@@H]([C@@]4(C)CC[C@@H]3[C@]2(CC1)C)[N+](=O)[O-])C (3α-Dimethylamino-17β-nitro-5α-androstane hydrochloride), O[C@H]1C[C@@H]2CC[C@H]3[C@@H]4CC[C@@H]([C@@]4(C)CC[C@@H]3[C@]2(CC1)C)S (3α-Hydroxy-5α-androstan-17β-thiol), 3α-Hydroxy-5α-androstan 17β-methylsulfone, O[C@H]1C[C@@H]2CC[C@H]3[C@@H]4CC=C([C@@]4(C)CC[C@@H]3[C@]2(CC1)C)C=1OC=CC1 (3α-Hydroxy-17-(2-furanyl)-5 αandrost-16-ene), 3α-Acetamido-5α-17β-nitro-androstane, Cl.N[C@H]1C[C@@H]2CC[C@H]3[C@@H]4CC[C@@H]([C@@]4(C)CC[C@@H]3[C@]2(CC1)C)[N+](=O)[O-] (3α-Amino-17β-nitro-5αandrostane hydrochloride). Yields the product [N+](=O)([O-])[C@@H]1[C@]2(C)[C@@H](CC1)[C@@H]1CC[C@H]3C[C@@H](CC[C@]3(C)[C@H]1CC2)O (17β-Nitro-5α-androstan-3α-ol). Reaction SMILES: [OH:1][C@:2]1(C)[CH2:19][CH2:18][C@@:17]2([CH3:20])[C@@H:4]([CH2:5][CH2:6][C@@H:7]3[C@@H:16]2[CH2:15][CH2:14][C@@:12]2([CH3:13])[C@H:8]3[CH2:9][CH2:10][C@@H:11]2[N+:21]([O-:23])=[O:22])[CH2:3]1.CN(C1C=CC([C@H]2C[C@@]3(C)[C@@H](CC[C@@H]3[N+]([O-])=O)[C@H]3[C@H]2[C@@H]2[C@@H](CC3)C[C@@](O)(C)CC2)=CC=1)C.[N+]([C@H]1CC[C@H]2[C@H]3[C@H](CC[C@]12C)[C@]1(C)[C@H](C[C@@H](O)CC1)CC3)([O-])=O.C(N[C@H]1CC[C@H]2[C@H]3[C@H](CC[C@]12C)[C@]1(C)[C@H](C[C@H](O)CC1)CC3)(=O)C.O=C(N[C@H]1CC[C@H]2[C@H]3[C@H](CC[C@]12C)[C@]1(C)[C@H](C[C@H](O)CC1)CC3)CC.O[C@@H]1CC[C@@]2(C)[C@@H](CC[C@@H]3[C@@H]2CC[C@@]2(C)[C@H]3CCC2=S)C1.O[C@@H]1CC[C@@]2(C)[C@@H](CC[C@@H]3[C@@H]2CC[C@@]2(C)[C@H]3CC[C@@H]2S)C1.O[C@@H]1CC[C@@]2(C)[C@@H](CC[C@@H]3[C@@H]2CC[C@@]2(C)[C@H]3CC=C2C2OC=CC=2)C1.O[C@@H]1CC[C@@]2(C)[C@@H](CC[C@@H]3[C@@H]2CC[C@@]2(C)[C@H]3CC[C@@H]2C2OC=CC=2)C1.N[C@@H]1CC[C@@]2(C)[C@@H](CC[C@@H]3[C@@H]2CC[C@@]2(C)[C@H]3CCC2=O)C1.Cl.N[C@@H]1CC[C@@]2(C)[C@@H](CC[C@@H]3[C@@H]2CC[C@@]2(C)[C@H]3CC[C@@H]2[N+]([O-])=O)C1.Cl.CN(C)[C@@H]1CC[C@@]2(C)[C@@H](CC[C@@H]3[C@@H]2CC[C@@]2(C)[C@H]3CC[C@@H]2[N+]([O-])=O)C1.Cl.C(N[C@@H]1CC[C@@]2(C)[C@@H](CC[C@@H]3[C@@H]2CC[C@@]2(C)[C@H]3CC[C@@H]2[N+]([O-])=O)C1)CCCCC>>[N+:21]([C@H:11]1[CH2:10][CH2:9][C@H:8]2[C@H:7]3[C@H:16]([CH2:15][CH2:14][C@:12]12[CH3:13])[C@:17]1([CH3:20])[C@H:4]([CH2:3][C@H:2]([OH:1])[CH2:19][CH2:18]1)[CH2:5][CH2:6]3)([O-:23])=[O:22] |f:10.11,12.13,14.15|. Procedure: 3α-Hydroxy-3β-methyl-17β-nitro-5α-androstane; 3α-Hydroxy-17β-thiomethyl-5α-androstane; 11β-[4-(N,N-Dimethylamino)phenyl]-3α-hydroxy-3β-methyl-17β-nitro-5 αestrane; 3β-Hydroxy-5α-androstan-17-oxime; 17β-Nitro-5α-androstan-3β-ol; 17β-Nitro-21-nor-23-oxo-17α-cholan-3α-ol; 5′-Methylspiro-[androstan-17β, N-oxido-2′-pyrrolidine]-3α-ol; 5′-Methylspiro-[androstan-17β, 2′-pyrrolidine]-3α-ol; 1′-Formyl-5′-methylspiro-[androstan-17β, 2′-pyrrolidine]-3α-ol; 17β-Nitro-5α-androstan-3α-ol benzoyl ester; 17β-Am...